Dataset: the Open Reaction Database (ORD), a public repository of structured organic reaction records. Task: describe an organic reaction: reactants, conditions, products, and yield The reactants are NC=1SC(=CC1C(=O)N)C1=C(C=C(C=C1F)C(C)(C)O)F (2-amino-5-[2,6-difluoro-4-(1-hydroxy-1-methylethyl)phenyl]thiophene-3-carboxamide), ClC1=CC=C(C(=N1)C)C=1OC(=NN1)C (6-chloro-2-methyl-3-(5-methyl-1,3,4-oxadiazol-2-yl)pyridine). Product: FC1=C(C(=CC(=C1)C(C)(C)O)F)C1=CC(=C(S1)NC1=NC(=C(C=C1)C=1OC(=NN1)C)C)C(=O)N (5-[2,6-Difluoro-4-(1-hydroxy-1-methylethyl)phenyl]-2-{[6-methyl-5-(5-methyl-1,3,4-oxadiazol-2-yl)pyridin-2-yl]amino}thiophene-3-carboxamide). RXN SMILES: [NH2:1][C:2]1[S:3][C:4]([C:10]2[C:15]([F:16])=[CH:14][C:13]([C:17]([OH:20])([CH3:19])[CH3:18])=[CH:12][C:11]=2[F:21])=[CH:5][C:6]=1[C:7]([NH2:9])=[O:8].Cl[C:23]1[N:28]=[C:27]([CH3:29])[C:26]([C:30]2[O:31][C:32]([CH3:35])=[N:33][N:34]=2)=[CH:25][CH:24]=1>>[F:16][C:15]1[CH:14]=[C:13]([C:17]([OH:20])([CH3:18])[CH3:19])[CH:12]=[C:11]([F:21])[C:10]=1[C:4]1[S:3][C:2]([NH:1][C:23]2[CH:24]=[CH:25][C:26]([C:30]3[O:31][C:32]([CH3:35])=[N:33][N:34]=3)=[C:27]([CH3:29])[N:28]=2)=[C:6]([C:7]([NH2:9])=[O:8])[CH:5]=1. Procedure: The title compound was prepared as described in Example 1 using 2-amino-5-[2,6-difluoro-4-(1-hydroxy-1-methylethyl)phenyl]thiophene-3-carboxamide (150 mg, 0.48 mmol) and 6-chloro-2-methyl-3-(5-methyl-1,3,4-oxadiazol-2-yl)pyridine (101 mg, 0.48 mmol) as starting materials.